From a dataset of the Open Reaction Database (ORD), a public repository of structured organic reaction records. describe an organic reaction: reactants, conditions, products, and yield Starting materials: ( 2 ), BrC=1C=CC(=C(C1)C(O)C=1SC(=CC1)C1=NC=CC=C1)Cl (5-bromo-2-chlorophenyl-5-(2-pyridyl)-2-thienylmethanol), [BH4-].[Na+] (sodium borohydride). The solvent is FC(C(=O)O)(F)F (trifluoroacetic acid), FC(C(=O)O)(F)F (trifluoroacetic acid). Run at time 4 hour. Yields the product BrC=1C=CC(=C(C1)CC=1SC(=CC1)C1=NC=CC=C1)Cl (5-bromo-2-chloro-1-(5-(2-pyridyl)-2-thienylmethyl)benzene). Isolated yield 71.8%. RXN SMILES: [Br:1][C:2]1[CH:3]=[CH:4][C:5]([Cl:21])=[C:6]([CH:8]([C:10]2[S:11][C:12]([C:15]3[CH:20]=[CH:19][CH:18]=[CH:17][N:16]=3)=[CH:13][CH:14]=2)O)[CH:7]=1.[BH4-].[Na+]>FC(F)(F)C(O)=O>[Br:1][C:2]1[CH:3]=[CH:4][C:5]([Cl:21])=[C:6]([CH2:8][C:10]2[S:11][C:12]([C:15]3[CH:20]=[CH:19][CH:18]=[CH:17][N:16]=3)=[CH:13][CH:14]=2)[CH:7]=1 |f:1.2|. Procedure: 2-(2-Pyridyl)thiophene and 5-bromo-2-chlorobenzaldehyde obtained in Reference Example 16-(1) were treated in a manner similar to Reference Example 7-(1) to give 5-bromo-2-chlorophenyl-5-(2-pyridyl)-2-thienylmethanol as colorless powder. APCI-Mass m/Z 380/382 (M+H). (2) A solution of the above 5-bromo-2-chlorophenyl-5-(2-pyridyl)-2-thienylmethanol (3.52 g) in trifluoroacetic acid (45 ml) was added to a solution of sodium borohydride (1.75 g) in trifluoroacetic acid (45 ml), and the mixture was st... Reactants: ClC=1C=C(C=O)C=CC1 (3-chlorobenzaldehyde), Cl (hydrochloric acid), COC=1C=C(C=CC1OC)CC(CO)O (3-(3,4-dimethoxyphenyl)-propane-1,2-diol). The solvent is C1=CC=CC=C1 (benzene). Run at time 5 hour. Product: ClC=1C=C(C=CC1)C1OC(CC2=CC(=C(C=C12)OC)OC)CO (1-(3-Chlorophenyl)-3-hydroxymethyl-6,7-dimethoxyisochromane). The yield is 94.0%. Reaction SMILES: [CH3:1][O:2][C:3]1[CH:4]=[C:5]([CH2:11][CH:12]([OH:15])[CH2:13][OH:14])[CH:6]=[CH:7][C:8]=1[O:9][CH3:10].[Cl:16][C:17]1[CH:18]=[C:19]([CH:22]=[CH:23][CH:24]=1)[CH:20]=O.Cl>C1C=CC=CC=1>[Cl:16][C:17]1[CH:18]=[C:19]([CH:20]2[C:6]3[C:5](=[CH:4][C:3]([O:2][CH3:1])=[C:8]([O:9][CH3:10])[CH:7]=3)[CH2:11][CH:12]([CH2:13][OH:14])[O:15]2)[CH:22]=[CH:23][CH:24]=1. Procedure: 15.64 g (73.6 mmoles) of dl-3-(3,4-dimethoxyphenyl)-propane-1,2-diol (II) are dissolved in 200 ml of benzene. 8.03 ml (73.6 mmoles) of 3-chlorobenzaldehyde and 4.6 ml (56 mmoles) of concentrated hydrochloric acid are added to the solution and the reaction mixture is stirred for 5 hours at room temperature. The solution is then evaporated in vacuo, the oily residue is dissolved in 200 ml of 99.5% ethanol, clarified while hot, filtered and the filtrate is evaporated in vacuo. Thus 23.19 g (94%) of... The reactants are N1=CC=CC=C1 (pyridine), C(C(C)C)C1=CC=C(C=C1)C(CC=C)O (1-(4-isobutylphenyl)-3-buten-1-ol). Reagents/catalysts: [O-2].[Cr+6].[O-2].[O-2] (chromium(VI) oxide). Solvent: ClCCl (dichloromethane), ClCCl (dichloromethane). Conditions: time 30 minute. Yields the product C(C(C)C)C1=CC=C(C=C1)C(CC=C)=O (1-(4-isobutylphenyl)-3-buten-1-one). Yield: 81.6%. As a reaction SMILES: N1C=CC=CC=1.[CH2:7]([C:11]1[CH:16]=[CH:15][C:14]([CH:17]([OH:21])[CH2:18][CH:19]=[CH2:20])=[CH:13][CH:12]=1)[CH:8]([CH3:10])[CH3:9]>ClCCl.[O-2].[Cr+6].[O-2].[O-2]>[CH2:7]([C:11]1[CH:12]=[CH:13][C:14]([C:17](=[O:21])[CH2:18][CH:19]=[CH2:20])=[CH:15][CH:16]=1)[CH:8]([CH3:10])[CH3:9] |f:3.4.5.6|. Procedure: To a stirred solution of pyridine (1.98 ml) in dichloromethane (15 ml) was added chromium(VI) oxide (1.23 g) at 0° C. After 30 minutes, 1-(4-isobutylphenyl)-3-buten-1-ol (525 mg) in dichloromethane (2 ml) was added and stirred for 20 minutes at ambient temperature. The reaction mixture was filtered through Florisil and washed with ether. The filtrate was concentrated in vacuo and chromatographed on silica gel (hexane:dichloromethane=1:1) to give 1-(4-isobutylphenyl)-3-buten-1-one (424 mg).